This data is from the Open Reaction Database (ORD), a public repository of structured organic reaction records. The task is: describe an organic reaction: reactants, conditions, products, and yield Starting materials: CN(C)C(=O)c1cc(Br)ccc1N=C=O, CN(CCN)C(=O)OC(C)(C)C, CCOC(C)=O, CCN(C(C)C)C(C)C, CN(C)C=O. Product: CN(C)C(=O)c1cc(Br)ccc1NC(=O)NCCN(C)C(=O)OC(C)(C)C. As a reaction SMILES: [Br:22][c:23]1[cH:24][cH:25][c:26]([N:34]=[C:35]=[O:36])[c:27]([C:28](=[O:29])[N:30]([CH3:31])[CH3:32])[cH:33]1.[C:1]([CH3:2])([CH3:3])([CH3:4])[O:5][C:6]([N:7]([CH3:8])[CH2:9][CH2:10][NH2:11])=[O:12].[CH3:37][CH2:38][O:39][C:40](=[O:41])[CH3:42].[CH:13]([N:14]([CH:15]([CH3:16])[CH3:17])[CH2:18][CH3:19])([CH3:20])[CH3:21].[O:43]=[CH:44][N:45]([CH3:46])[CH3:47]>>[C:1]([CH3:2])([CH3:3])([CH3:4])[O:5][C:6]([N:7]([CH3:8])[CH2:9][CH2:10][NH:11][C:35]([NH:34][c:26]1[cH:25][cH:24][c:23]([Br:22])[cH:33][c:27]1[C:28](=[O:29])[N:30]([CH3:31])[CH3:32])=[O:36])=[O:12]. Starting materials: FC1=CC=C(C=C1)N1N=CC2=CC(=CC=C12)O[C@H]([C@@H](C)N)C1=CC=CC=C1 ((1S,2R)-1-{[1-(4-fluorophenyl)-1H-indazol-5-yl]oxy}-1-phenylpropan-2-amine), ClC(C(=O)OC)=O (methyl cloro(oxo)acetate). The product is COC(=O)C(N[C@H]([C@@H](C1=CC=CC=C1)OC=1C=C2C=NN(C2=CC1)C1=CC=C(C=C1)F)C)=O (Methyl[(1R,2S)-1-[1-(4-fluorophenyl)indazol-5-yl]oxy-1-phenyl-propan-2-yl]carbamoylformate). Reaction SMILES: [F:1][C:2]1[CH:7]=[CH:6][C:5]([N:8]2[C:16]3[C:11](=[CH:12][C:13]([O:17][C@@H:18]([C:22]4[CH:27]=[CH:26][CH:25]=[CH:24][CH:23]=4)[C@H:19]([NH2:21])[CH3:20])=[CH:14][CH:15]=3)[CH:10]=[N:9]2)=[CH:4][CH:3]=1.Cl[C:29](=[O:34])[C:30]([O:32][CH3:33])=[O:31]>>[CH3:33][O:32][C:30]([C:29](=[O:34])[NH:21][C@@H:19]([CH3:20])[C@H:18]([O:17][C:13]1[CH:12]=[C:11]2[C:16](=[CH:15][CH:14]=1)[N:8]([C:5]1[CH:4]=[CH:3][C:2]([F:1])=[CH:7][CH:6]=1)[N:9]=[CH:10]2)[C:22]1[CH:23]=[CH:24][CH:25]=[CH:26][CH:27]=1)=[O:31]. Procedure details: Prepared as described in Example 1 using (1S,2R)-1-{[1-(4-fluorophenyl)-1H-indazol-5-yl]oxy}-1-phenylpropan-2-amine (1a, 18 mg, 50 μmol) and methyl cloro(oxo)acetate (18 mg, 150 μmol). Yield 18 mg (82%). Reactants: C(C)(=O)NC=1C(=C2CCC(C2=CC1Br)CCC(=O)O)[N+](=O)[O-] (5-acetamido-6-bromo-2-carboxyethyl-4-nitroindane), C(C)(=O)O (acetic acid). The solvent is Cl (HCl). Reaction conditions: temperature 100 celsius. Yields the product NC=1C(=C2CC(CC2=CC1Br)C(=O)O)[N+](=O)[O-] (5-Amino-6-bromo-4-nitroindane-2-carboxylic acid). Reaction SMILES: C([NH:4][C:5]1[C:6]([N+:20]([O-:22])=[O:21])=[C:7]2[C:11](=[CH:12][C:13]=1[Br:14])[CH:10](CCC(O)=O)[CH2:9][CH2:8]2)(=O)C.[C:23]([OH:26])(=[O:25])C>Cl>[NH2:4][C:5]1[C:6]([N+:20]([O-:22])=[O:21])=[C:7]2[C:11](=[CH:12][C:13]=1[Br:14])[CH2:10][CH:9]([C:23]([OH:26])=[O:25])[CH2:8]2. Procedure details: A mixture of 5-acetamido-6-bromo-2-carboxyethyl-4-nitroindane (7.1 g, 19 mmol) in acetic acid (25 mL) and 3N HCl (100 mL) was heated at 100° C. for 18 h. The mixture was concentrated by rotoevaporation, and the resulting orange solid was collected by filtration, washed with ether and dried to give the product (5.5 g).